From a dataset of the Open Reaction Database (ORD), a public repository of structured organic reaction records. describe an organic reaction: reactants, conditions, products, and yield Starting materials: FC(C1=CC=C(C=O)C=C1)F (4-(difluoromethyl)benzaldehyde), [N+](#[C-])C(C)S(=O)(=O)C1=CC=C(C=C1)C (1-(1-isocyanoethylsulfonyl)-4-methylbenzene), C(=O)([O-])[O-].[K+].[K+] (K2CO3). Solvent: CO (MeOH). Product: FC(C1=CC=C(C=C1)C1=C(N=CO1)C)F (5-(4-(difluoromethyl)phenyl)-4-methyloxazole). Isolated yield 88.9%. RXN SMILES: [F:1][CH:2]([F:11])[C:3]1[CH:10]=[CH:9][C:6]([CH:7]=[O:8])=[CH:5][CH:4]=1.[N+:12]([CH:14](S(C1C=CC(C)=CC=1)(=O)=O)[CH3:15])#[C-:13].C([O-])([O-])=O.[K+].[K+]>CO>[F:1][CH:2]([F:11])[C:3]1[CH:4]=[CH:5][C:6]([C:7]2[O:8][CH:13]=[N:12][C:14]=2[CH3:15])=[CH:9][CH:10]=1 |f:2.3.4|. Procedure details: A mixture of Example 38C (3.68 g, 23.6 mmol), 1-(1-isocyanoethylsulfonyl)-4-methylbenzene (4.93 g, 23.6 mmol), and K2CO3 (3.26 g, 23.6 mmol) in MeOH (110 mL) was heated to reflux. After 1 hr the reaction mixture was cooled to ambient temperature and the volatiles evaporated at reduced pressure. The residue was partitioned between Et2O and H2O. The separated aqueous phase was extracted with Et2O, and the combined organic extract was washed with brine, dried (Na2SO4), filtered, and concentrated in... Yields the product Cc1cc(Nc2nccc(C(F)(F)F)n2)cc(-c2cnc(C3=CCS(=O)(=O)CC3)s2)c1. Reactants: Cc1cc(Nc2nccc(C(F)(F)F)n2)cc(-c2cnc(C3(O)CCS(=O)(=O)CC3)s2)c1, [Na+], O=C([O-])O, O. RXN SMILES: [CH3:1][c:2]1[cH:3][c:4](-[c:19]2[cH:20][n:21][c:22]([C:24]3([OH:32])[CH2:25][CH2:26][S:27](=[O:30])(=[O:31])[CH2:28][CH2:29]3)[s:23]2)[cH:5][c:6]([NH:8][c:9]2[n:10][cH:11][cH:12][c:13]([C:15]([F:16])([F:17])[F:18])[n:14]2)[cH:7]1.[Na+:37].[O-:33][C:34]([OH:35])=[O:36].[OH2:38]>>[CH3:1][c:2]1[cH:3][c:4](-[c:19]2[cH:20][n:21][c:22]([C:24]3=[CH:25][CH2:26][S:27](=[O:30])(=[O:31])[CH2:28][CH2:29]3)[s:23]2)[cH:5][c:6]([NH:8][c:9]2[n:10][cH:11][cH:12][c:13]([C:15]([F:16])([F:17])[F:18])[n:14]2)[cH:7]1. The reactants are C(C)I (ethyl iodide), OC1C(COC1)OC=1C=C(C#N)C=CC1OC (3-(4-hydroxytetrahydrofuran-3-yloxy)-4-methoxybenzonitrile), [H-].[Na+] (sodium hydride). Run in CN(C=O)C (dimethylformamide), CN(C=O)C (dimethylformamide), CN(C=O)C (dimethylformamide). Conditions: temperature 40 celsius, time 2 hour. Product: C(C)OC1C(COC1)OC=1C=C(C#N)C=CC1OC (3-(4-Ethoxytetrahydrofuran-3-yloxy)-4-methoxybenzonitrile). Isolated yield 59.7%. RXN SMILES: [OH:1][CH:2]1[CH2:6][O:5][CH2:4][CH:3]1[O:7][C:8]1[CH:9]=[C:10]([CH:13]=[CH:14][C:15]=1[O:16][CH3:17])[C:11]#[N:12].[H-].[Na+].[CH2:20](I)[CH3:21]>CN(C)C=O>[CH2:20]([O:1][CH:2]1[CH2:6][O:5][CH2:4][CH:3]1[O:7][C:8]1[CH:9]=[C:10]([CH:13]=[CH:14][C:15]=1[O:16][CH3:17])[C:11]#[N:12])[CH3:21] |f:1.2|. Procedure details: 1.0 g (4.2 mmol) of 3-(4-hydroxytetrahydrofuran-3-yloxy)-4-methoxybenzonitrile (A15) in 5 ml of dimethylformamide are added dropwise under a nitrogen atmosphere to a solution of 140 mg (4.6 mmol) of sodium hydride in 5 ml of dimethylformamide and the mixture is heated at 40° C. for 1 h. 600 μl (7.5 mmol) of ethyl iodide, dissolved in 1 ml of dimethylformamide, are then added dropwise at RT. The mixture is stirred at RT for 2 h, concentrated, treated with 25 ml of water and acidified with 2 N hyd...